The task is: describe an organic reaction: reactants, conditions, products, and yield. This data is from the Open Reaction Database (ORD), a public repository of structured organic reaction records. The reactants are CS(=O)C (dimethylsulfoxide), C(C1=CC=CC=C1)(C1=CC=CC=C1)NCCCCCC(=O)OCC (ethyl 6-benzhydrylaminocaproate), C(C)N(C(C)C)C(C)C (ethyl diisopropylamine), C(C)(=O)Cl (acetyl chloride). Run in C1=CC=CC=C1 (benzene). Yields the product C(C)(=O)N(CCCCCC(=O)OCC)C(C1=CC=CC=C1)C1=CC=CC=C1 (ethyl N-acetyl-6-benzhydrylaminocaproate). The yield is 99.6%. As a reaction SMILES: [CH:1]([NH:14][CH2:15][CH2:16][CH2:17][CH2:18][CH2:19][C:20]([O:22][CH2:23][CH3:24])=[O:21])([C:8]1[CH:13]=[CH:12][CH:11]=[CH:10][CH:9]=1)[C:2]1[CH:7]=[CH:6][CH:5]=[CH:4][CH:3]=1.C(N(C(C)C)C(C)C)C.[C:34](Cl)(=[O:36])[CH3:35].CS(C)=O>C1C=CC=CC=1>[C:34]([N:14]([CH:1]([C:8]1[CH:9]=[CH:10][CH:11]=[CH:12][CH:13]=1)[C:2]1[CH:3]=[CH:4][CH:5]=[CH:6][CH:7]=1)[CH2:15][CH2:16][CH2:17][CH2:18][CH2:19][C:20]([O:22][CH2:23][CH3:24])=[O:21])(=[O:36])[CH3:35]. Procedure details: Analogously to Example 19, 8 g of ethyl 6-benzhydrylaminocaproate and 3.5 g of ethyl diisopropylamine are dissolved in 100 ml of benzene and reacted with 2.1 g of acetyl chloride. As reaction product one obtains 9 g of ethyl N-acetyl-6-benzhydrylaminocaproate as a viscous non-distillable oil. The saponification of this ester gives 7.3 g (87.5%) of N-acetyl-6-benzhydrylaminocaproic acid (M.P. 119° to 120°). Reactants: CCC(=CCc1c(OC)c(C)c2c(c1OCC[Si](C)(C)C)C(=O)OC2)CBr, CCOP(=O)(CC#N)OCC, C1CCOC1, [Cl-], [NH4+]. Product: CCOP(=O)(OCC)C(C#N)CC(=CCc1c(OC)c(C)c2c(c1OCC[Si](C)(C)C)C(=O)OC2)CC. RXN SMILES: [Br:12][CH2:13][C:14](=[CH:15][CH2:16][c:17]1[c:18]([O:35][CH3:36])[c:19]([CH3:34])[c:20]2[c:24]([c:25]1[O:26][CH2:27][CH2:28][Si:29]([CH3:30])([CH3:31])[CH3:32])[C:23](=[O:33])[O:22][CH2:21]2)[CH2:37][CH3:38].[C:1](#[N:2])[CH2:3][P:4]([O:5][CH2:6][CH3:7])([O:8][CH2:9][CH3:10])=[O:11].[CH2:41]1[O:42][CH2:43][CH2:44][CH2:45]1.[Cl-:39].[NH4+:40]>>[C:1](#[N:2])[CH:3]([P:4]([O:5][CH2:6][CH3:7])([O:8][CH2:9][CH3:10])=[O:11])[CH2:13][C:14](=[CH:15][CH2:16][c:17]1[c:18]([O:35][CH3:36])[c:19]([CH3:34])[c:20]2[c:24]([c:25]1[O:26][CH2:27][CH2:28][Si:29]([CH3:30])([CH3:31])[CH3:32])[C:23](=[O:33])[O:22][CH2:21]2)[CH2:37][CH3:38]. Starting materials: [NH4+].N#C[S-] (Thiocyanic acid, ammonium salt), FC1(OC2=C(O1)C=CC(=C2)N)F (2,2-Difluoro-1,3-benzodioxol-5-amine), 2-propane, ClC1=NC(=CC(=C1)C(=O)Cl)C (2-Chloro-6-methyl-4-pyridinecarbonylchloride). Run in CC(C)=O (2-propanone). Run at time 2 hour. The product is ClC1=NC(=CC(=C1)C(=O)NC(=S)NC1=CC2=C(OC(O2)(F)F)C=C1)C (1-(2-Chloro-6-methyl-pyridine-4-carbonyl)-3-(2,2-difluoro-benzo[1,3]dioxol-5-yl)thiourea). Reaction SMILES: [NH4+].[N:2]#[C:3][S-:4].[Cl:5][C:6]1[CH:11]=[C:10]([C:12](Cl)=[O:13])[CH:9]=[C:8]([CH3:15])[N:7]=1.[F:16][C:17]1([F:27])[O:21][C:20]2[CH:22]=[CH:23][C:24]([NH2:26])=[CH:25][C:19]=2[O:18]1>CC(=O)C>[Cl:5][C:6]1[CH:11]=[C:10]([C:12]([NH:2][C:3]([NH:26][C:24]2[CH:23]=[CH:22][C:20]3[O:21][C:17]([F:27])([F:16])[O:18][C:19]=3[CH:25]=2)=[S:4])=[O:13])[CH:9]=[C:8]([CH3:15])[N:7]=1 |f:0.1|. Procedure details: Thiocyanic acid, ammonium salt (1:1) (9.35 g; 0.1230 mol) was stirred in 2-propanone (300 ml) at room temperature. 2-Chloro-6-methyl-4-pyridinecarbonylchloride (22.2 g; 0.1170 mol) was then added and the reaction mixture was stirred for 2 hours at room temperature. 2,2-Difluoro-1,3-benzodioxol-5-amine (19.2 g; 0.1110 mol) in some 2-propane was added and the reaction mixture was stirred for 1 hour at room temperature. The reaction mixture was then poured onto ice and the residue was filtered off ... The reactants are C(C)(C)(C)OC(NCC1=C(C(=CC(=C1)C#N)Cl)F)=O ((3-chloro-5-cyano-2-fluoro-benzyl)-carbamic acid tert-butyl ester), C(=O)(C(F)(F)F)O (TFA). Solvent: C(Cl)Cl (CH2Cl2). Reaction conditions: time 8 hour. The product is NCC=1C=C(C#N)C=C(C1F)Cl (3-Aminomethyl-5-chloro-4-fluoro-benzonitrile). Reaction SMILES: C(OC(=O)[NH:7][CH2:8][C:9]1[CH:14]=[C:13]([C:15]#[N:16])[CH:12]=[C:11]([Cl:17])[C:10]=1[F:18])(C)(C)C.C(O)(C(F)(F)F)=O>C(Cl)Cl>[NH2:7][CH2:8][C:9]1[CH:14]=[C:13]([CH:12]=[C:11]([Cl:17])[C:10]=1[F:18])[C:15]#[N:16]. Reported procedure: To a solution of (3-chloro-5-cyano-2-fluoro-benzyl)-carbamic acid tert-butyl ester (645 mg, 2.27 mmol) in CH2Cl2 (15 mL) was added TFA (1.75 mL, 22.7 mmol), and stirring was continued at RT overnight. Volatiles were removed under reduce pressure, water was added and the mixture was washed with EtOAc. The aqueous layer was basified to pH=12 by addition of 4M NaOH solution and extracted twice with EtOAc. The combined organics were dried (phase separator) and evaporated to afford the title compound...